This data is from the Open Reaction Database (ORD), a public repository of structured organic reaction records. The task is: describe an organic reaction: reactants, conditions, products, and yield The reactants are [Al+3], O=C(Br)CBr, [Cl-], [Cl-], [Cl-], ClCCl, Fc1ccnc2[nH]ccc12, O. Yields the product O=C(CBr)c1c[nH]c2nccc(F)c12. As a reaction SMILES: [Al+3:12].[Br:15][CH2:16][C:17](=[O:18])[Br:19].[Cl-:11].[Cl-:13].[Cl-:14].[Cl:21][CH2:22][Cl:23].[F:1][c:2]1[c:3]2[c:4]([n:5][cH:6][cH:7]1)[nH:8][cH:9][cH:10]2.[OH2:20]>>[F:1][c:2]1[c:3]2[c:4]([n:5][cH:6][cH:7]1)[nH:8][cH:9][c:10]2[C:17]([CH2:16][Br:15])=[O:18]. Reactants: C1=C(C=CC2=CC=CC=C12)O (2-naphthol), C1(=CC=C(C=C1)S(=O)(=O)O)C (p-toluene sulfonic acid), FC1=C(C(=O)C2=CC(=C(C=C2)OC)OC)C=CC=C1 (2-fluoro-3',4'-dimethoxy benzophenone), CC=1C=C(C=CC1)OC (3-methyl anisole), C(C1=CC=C(C=C1)OC)(=O)Cl (anisoyl chloride), C(C#C)O (propargyl alcohol), [OH-].[Na+] (sodium hydroxide), FC1=C(C(=O)C2=CC(=C(C=C2)OC)OC)C=CC=C1 (2-fluoro-3',4'-dimethoxy benzophenone). The reagents and catalysts are [Cl-].[Al+3].[Cl-].[Cl-] (aluminum chloride). The solvent is C1=CC=CC=C1 (benzene), CCCCCC (hexane). Conditions: time 30 minute. Product: CC1=C(C(=O)C2=CC=C(C=C2)OC)C=CC(=C1)OC (2-methyl-4,4'-dimethoxybenzophenone). RXN SMILES: [CH3:1][C:2]1[CH:3]=[C:4]([O:8][CH3:9])[CH:5]=[CH:6][CH:7]=1.[C:10](Cl)(=[O:19])[C:11]1[CH:16]=[CH:15][C:14]([O:17][CH3:18])=[CH:13][CH:12]=1.FC1C=CC=CC=1C(C1C=CC(OC)=C(OC)C=1)=O.C(O)C#C.C1C2C(=CC=CC=2)C=CC=1O.C1(C)C=CC(S(O)(=O)=O)=CC=1.[OH-].[Na+]>[Cl-].[Al+3].[Cl-].[Cl-].C1C=CC=CC=1.CCCCCC>[CH3:1][C:2]1[CH:3]=[C:4]([O:8][CH3:9])[CH:5]=[CH:6][C:7]=1[C:10]([C:11]1[CH:16]=[CH:15][C:14]([O:17][CH3:18])=[CH:13][CH:12]=1)=[O:19] |f:6.7,8.9.10.11|. Reported procedure: 2-methyl-4,4'-dimethoxybenzophenone was prepared from the Friedel-Crafts reaction of 3-methyl anisole with anisoyl chloride using aluminum chloride as catalyst and hexane as the solvent. The benzophenone product (6.1 grams, 0.02 mole) was converted to the propargyl alcohol according to the procedure of Example 1, Step 2. The resulting crude oil was taken up in 150 milliliters of benzene and 2.8 grams (0.01 mole) of 2-naphthol and 0.1 grams of p-toluene sulfonic acid were added to the benzene sol... Starting materials: ClC(C(F)(F)F)(F)Cl (2,2-dichloro-1,1,1,2-tetrafluoroethane), ClC(F)(F)Cl (dichlorodifluoromethane), [H][H] (hydrogen), C(C(F)(Cl)Cl)(F)(F)F (CFC-114a), C(F)(F)(Cl)Cl (CFC-12), [H][H] (hydrogen). Run at time 92 hour. The product is C(C(F)(Cl)Cl)(F)(F)F.C(F)(F)(Cl)Cl (CFC-114a CFC-12). Reaction SMILES: [Cl:1][C:2]([Cl:8])([F:7])[C:3]([F:6])([F:5])[F:4].[Cl:9][C:10]([Cl:13])([F:12])[F:11].[H][H]>>[C:3]([F:6])([F:5])([F:4])[C:2]([Cl:8])([Cl:1])[F:7].[C:10]([Cl:13])([Cl:9])([F:12])[F:11] |f:3.4|. Procedure: Mixtures of 2,2-dichloro-1,1,1,2-tetrafluoroethane (CFC-114a), dichlorodifluoromethane (CFC-12) and hydrogen were fed to a reactor operated at several temperatures for 92 hours. For a 10.5 hour period at 600° C., at an average time in synthesis of 38 hours, with liquid feed rates of 11.9 mL/hr of CFC-114a and 1.2 mL/hr of CFC-12 and a hydrogen feed rate of 500 cc/min (1 atm. and room temperature basis); a molar ratio of (CFC-114a+CFC-12):H2 equal to 1:11 was provided, and the organic component o...